This data is from the Open Reaction Database (ORD), a public repository of structured organic reaction records. The task is: describe an organic reaction: reactants, conditions, products, and yield The reactants are [BH3-]C#N, C=O, CC(=O)O, CO, COc1cc(-n2ccc3cc(-c4ccc(Cl)cc4)sc3c2=O)ccc1OC1CCCNC1, [Na+]. The product is COc1cc(-n2ccc3cc(-c4ccc(Cl)cc4)sc3c2=O)ccc1OC1CCCN(C)C1. As a reaction SMILES: [C:39]([BH3-:40])#[N:41].[CH2:33]=[O:34].[CH3:35][C:36](=[O:37])[OH:38].[CH3:43][OH:44].[Cl:1][c:2]1[cH:3][cH:4][c:5](-[c:8]2[cH:9][c:10]3[c:11]([c:12](=[O:31])[n:13](-[c:16]4[cH:17][c:18]([O:29][CH3:30])[c:19]([O:22][CH:23]5[CH2:24][NH:25][CH2:26][CH2:27][CH2:28]5)[cH:20][cH:21]4)[cH:14][cH:15]3)[s:32]2)[cH:6][cH:7]1.[Na+:42]>>[Cl:1][c:2]1[cH:3][cH:4][c:5](-[c:8]2[cH:9][c:10]3[c:11]([c:12](=[O:31])[n:13](-[c:16]4[cH:17][c:18]([O:29][CH3:30])[c:19]([O:22][CH:23]5[CH2:24][N:25]([CH3:35])[CH2:26][CH2:27][CH2:28]5)[cH:20][cH:21]4)[cH:14][cH:15]3)[s:32]2)[cH:6][cH:7]1. The reactants are C1(CCC1)N1CCC2=C(CC1)C=C(C=C2)O (3-Cyclobutyl-2,3,4,5-tetrahydro-1H-benzo[d]azepin-7-ol), BrC=1N=CC(=NC1)N (5-Bromo-2-pyrazinamine). The product is BrC=1N=CC(=NC1)OC1=CC2=C(CCN(CC2)C2CCC2)C=C1 (7-[(5-Bromo-2-pyrazinyl)oxy]-3-cyclobutyl-2,3,4,5-tetrahydro-1H-3-benzazepine). Reaction SMILES: [CH:1]1([N:5]2[CH2:11][CH2:10][C:9]3[CH:12]=[C:13]([OH:16])[CH:14]=[CH:15][C:8]=3[CH2:7][CH2:6]2)[CH2:4][CH2:3][CH2:2]1.[Br:17][C:18]1[N:19]=[CH:20][C:21](N)=[N:22][CH:23]=1>>[Br:17][C:18]1[N:19]=[CH:20][C:21]([O:16][C:13]2[CH:14]=[CH:15][C:8]3[CH2:7][CH2:6][N:5]([CH:1]4[CH2:4][CH2:3][CH2:2]4)[CH2:11][CH2:10][C:9]=3[CH:12]=2)=[N:22][CH:23]=1. Reported procedure: The title compound was prepared from 3-Cyclobutyl-2,3,4,5-tetrahydro-1H-benzo[d]azepin-7-ol (E3) and 2,5-dibromopyrazine (D48) using the method of Example 257 (E257); MS (ES+) m/e 375 [M+H]+. Starting materials: CC(C)=O, O=C(Cl)OCCCCl, Nc1cccc(CO)c1, [Na+], [Na+], O=C([O-])[O-], O. Yields the product O=C(Nc1cccc(CO)c1)OCCCCl. Reaction SMILES: [CH3:25][C:26](=[O:27])[CH3:28].[Cl:16][C:17](=[O:18])[O:19][CH2:20][CH2:21][CH2:22][Cl:23].[NH2:1][c:2]1[cH:3][c:4]([CH2:5][OH:6])[cH:7][cH:8][cH:9]1.[Na+:10].[Na+:11].[O-:12][C:13](=[O:14])[O-:15].[OH2:24]>>[NH:1]([c:2]1[cH:3][c:4]([CH2:5][OH:6])[cH:7][cH:8][cH:9]1)[C:17](=[O:18])[O:19][CH2:20][CH2:21][CH2:22][Cl:23]. Reactants: mixture, ClC1=CC=C(C=C1)SC1=C(N=C(N1C)C1=NN(C=C1)CC)C1=CC=C(C=C1)C1=NOC=N1 (3-(4-{5-[(4-chlorophenyl)sulfanyl]-2-(1-ethyl-1H-pyrazol-3-yl)-1-methyl-1H-imidazol-4-yl}phenyl)-1,2,4-oxadiazole), C1(CC1)B(O)O (cyclopropyl boronic acid), C(=O)([O-])[O-].[Cs+].[Cs+] (Cs2CO3), N1=CC=CC2=CC=C3C=CC=NC3=C12 (1,10-phenanthroline). The reagents and catalysts are CN(C)C=1C=CN=CC1 (DMAP), CC(=O)[O-].CC(=O)[O-].[Cu+2] (Cu(II) acetate). Run in O1CCOCC1 (dioxane), O (water). Reaction conditions: time 30 minute. Product: ClC1=CC=C(C=C1)SC1=C(N=C(N1C)C1=NN(C=C1)C1CC1)C1=CC=C(C#N)C=C1 (4-{5-[(4-chlorophenyl)sulfanyl]-2-(1-cyclopropyl-1H-pyrazol-3-yl)-1-methyl-1H-imidazol-4-yl}benzonitrile). Isolated yield 36.3%. RXN SMILES: [Cl:1][C:2]1[CH:7]=[CH:6][C:5]([S:8][C:9]2[N:13]([CH3:14])[C:12]([C:15]3[CH:19]=[CH:18][N:17]([CH2:20][CH3:21])[N:16]=3)=[N:11][C:10]=2[C:22]2[CH:27]=[CH:26][C:25]([C:28]3[N:32]=CON=3)=[CH:24][CH:23]=2)=[CH:4][CH:3]=1.[CH:33]1(B(O)O)CC1.C([O-])([O-])=O.[Cs+].[Cs+].N1C2C(=CC=C3C=2N=CC=C3)C=CC=1>O1CCOCC1.CN(C1C=CN=CC=1)C.CC([O-])=O.CC([O-])=O.[Cu+2].O>[Cl:1][C:2]1[CH:3]=[CH:4][C:5]([S:8][C:9]2[N:13]([CH3:14])[C:12]([C:15]3[CH:19]=[CH:18][N:17]([CH:20]4[CH2:21][CH2:33]4)[N:16]=3)=[N:11][C:10]=2[C:22]2[CH:27]=[CH:26][C:25]([C:28]#[N:32])=[CH:24][CH:23]=2)=[CH:6][CH:7]=1 |f:2.3.4,8.9.10|. Procedure: To a mixture of Step 2 product of Example 140 (150 mg, 0.383 mmol), cyclopropyl boronic acid (132 mg, 1.53 mmol) and Cu(II) acetate (139 mg, 0.766 mmol) in dioxane (2.0 ml) were added DMAP (187 mg, 1.53 mmol), Cs2CO3 (125 mg, 0.383 mmol) and 1,10-phenanthroline (276 mg, 1.53 mmol) in a sealed tube under N2, stirred at rt for 30 min and then heated at 90° C. for overnight. Reaction mixture was diluted water, extracted with EtOAc, washed with brine and dried over Na2SO4, filtered, concentrated, an... Reactants: N1=C(C=CC2=CC=CC=C12)C(=O)CCC(=O)O (3-(2-quinolylcarbonyl)propionic acid), N1[C@H](C(=O)O)CCC1 (L-proline), C(=O)(N1C=NC=C1)N1C=NC=C1 (1,1'-carbonyldiimidazole). Solvent: O1CCCC1 (tetrahydrofuran). Yields the product N1=C(C=CC2=CC=CC=C12)C(=O)CCC(=O)N1[C@H](C(=O)O)CCC1 (1-[3-(2-quinolylcarbonyl)propionyl]-L-proline). RXN SMILES: [N:1]1[C:10]2[C:5](=[CH:6][CH:7]=[CH:8][CH:9]=2)[CH:4]=[CH:3][C:2]=1[C:11]([CH2:13][CH2:14][C:15]([OH:17])=O)=[O:12].[NH:18]1[CH2:25][CH2:24][CH2:23][C@H:19]1[C:20]([OH:22])=[O:21].C(N1C=CN=C1)(N1C=CN=C1)=O>O1CCCC1>[N:1]1[C:10]2[C:5](=[CH:6][CH:7]=[CH:8][CH:9]=2)[CH:4]=[CH:3][C:2]=1[C:11]([CH2:13][CH2:14][C:15]([N:18]1[CH2:25][CH2:24][CH2:23][C@H:19]1[C:20]([OH:22])=[O:21])=[O:17])=[O:12]. Procedure details: As for Example 6, 3-(2-quinolylcarbonyl)propionic acid (0.01 mole) is coupled to L-proline (0.011 mole) with 1,1'-carbonyldiimidazole (0.01 mole) in tetrahydrofuran to give 1-[3-(2-quinolylcarbonyl)propionyl]-L-proline. Bromination of the preceding compound and reaction of the resulting compound with sodium thioacetate gives the product of the Example. Reactants: ClC1=C(C=CC(=O)O)C=C(C=C1)[N+](=O)[O-] (2-Chloro-5-nitrocinnamic acid), C(=O)(O)[O-].[Na+].O (NaHCO3 water), Cl (HCl), Cl (HCl). Run in CO (methanol), C(Cl)Cl (methylene chloride). Yields the product ClC1=C(C=CC(=O)OC)C=C(C=C1)[N+](=O)[O-] (Methyl 2-chloro-5-nitrocinnamate). Reaction SMILES: [Cl:1][C:2]1[CH:12]=[CH:11][C:10]([N+:13]([O-:15])=[O:14])=[CH:9][C:3]=1[CH:4]=[CH:5][C:6]([OH:8])=[O:7].Cl.[C:17]([O-])(O)=O.[Na+].O>CO.C(Cl)Cl>[Cl:1][C:2]1[CH:12]=[CH:11][C:10]([N+:13]([O-:15])=[O:14])=[CH:9][C:3]=1[CH:4]=[CH:5][C:6]([O:8][CH3:17])=[O:7] |f:2.3.4|. Procedure: A solution of 34.1 g (150 millimoles) of the product from Example 1 in 300 ml of methanol was saturated with HCl gas, after which further HCl gas was passed in during the reaction time of 5 hours. The solid obtained on cooling was stirred thoroughly with NaHCO3 /water and taken up in methylene chloride. The CH2Cl2 solution was washed with water and dried over MgSO4, and the abovementioned product was obtained by evaporating down the solution and triturating the residue with diethyl ether. Yield:... Product: COc1c(CC#N)cccc1Oc1ccccc1F. Reaction SMILES: [CH3:22][S:23](=[O:24])[CH3:25].[CH3:4][O:5][c:6]1[c:7]([O:14][c:15]2[c:16]([F:21])[cH:17][cH:18][cH:19][cH:20]2)[cH:8][cH:9][cH:10][c:11]1[CH2:12][Br:13].[Na:1][C:2]#[N:3]>>[C:2](#[N:3])[CH2:12][c:11]1[c:6]([O:5][CH3:4])[c:7]([O:14][c:15]2[c:16]([F:21])[cH:17][cH:18][cH:19][cH:20]2)[cH:8][cH:9][cH:10]1. Starting materials: CS(C)=O, COc1c(CBr)cccc1Oc1ccccc1F, N#C[Na].